From a dataset of the Open Reaction Database (ORD), a public repository of structured organic reaction records. describe an organic reaction: reactants, conditions, products, and yield Reactants: C(#N)C=1C=C(C=CC1S(=O)(=O)CC)NC(CCCC1=CC=C(C=C1)B(O)O)=O (4-(4-(3-cyano-4-(ethylsulfonyl)phenylamino)-4-oxobutyl)phenylboronic acid), C(C1=CC=CC=C1)OC(=O)N(C)CC=1C=C(C=CC1)NC(=O)OCCC1=C(C=C(C=C1)Br)C (4-(2-(3-(((benzyloxycarbonyl)(methyl)amino)methyl)phenylcarbamoyloxy)ethyl)-3-methylphenylbromide), 5,5′,5′-tetramethyl-[2,2′]bi[[1,3,2]dioxaborinanyl]. The product is C(C1=CC=CC=C1)OC(=O)N(C)CC=1C=C(C=CC1)NC(=O)OCCC1=C(C=C(C=C1)B(O)O)C (4-(2-(3-(((benzyloxycarbonyl)(methyl)amino)methyl)phenylcarbamoyloxy)ethyl)-3-methylphenylboronic acid). Isolated yield 28.0%. Reaction SMILES: C(C1C=C(NC(=O)CCCC2C=CC([B:25]([OH:27])[OH:26])=CC=2)C=CC=1S(CC)(=O)=O)#N.[CH2:29]([O:36][C:37]([N:39]([CH2:41][C:42]1[CH:43]=[C:44]([NH:48][C:49]([O:51][CH2:52][CH2:53][C:54]2[CH:59]=[CH:58][C:57](Br)=[CH:56][C:55]=2[CH3:61])=[O:50])[CH:45]=[CH:46][CH:47]=1)[CH3:40])=[O:38])[C:30]1[CH:35]=[CH:34][CH:33]=[CH:32][CH:31]=1>>[CH2:29]([O:36][C:37]([N:39]([CH2:41][C:42]1[CH:43]=[C:44]([NH:48][C:49]([O:51][CH2:52][CH2:53][C:54]2[CH:59]=[CH:58][C:57]([B:25]([OH:27])[OH:26])=[CH:56][C:55]=2[CH3:61])=[O:50])[CH:45]=[CH:46][CH:47]=1)[CH3:40])=[O:38])[C:30]1[CH:35]=[CH:34][CH:33]=[CH:32][CH:31]=1. Procedure details: Using a procedure analogous to that used to prepare 6D, 60C (2.9 g, 5.6 mmol) was reacted with 5,5′,5′-tetramethyl-[2,2′]bi[[1,3,2]dioxaborinanyl] to give 60D (720 mg, 28%) as a solid. MS (ESI) m/z 475.3 (M−H)−. The reactants are CCCCCCC(CCCC)C(=O)O, [Cl-], C[N+](C)(C)CC(O)CC(=O)[O-], O=C(O)C(F)(F)F. Product: CCCCCCC(CCCC)C(=O)O, Cl, C[N+](C)(C)CC(O)CC(=O)[O-]. Reaction SMILES: [CH2:13]([CH2:14][CH2:15][CH3:16])[CH:17]([C:18](=[O:19])[OH:20])[CH2:21][CH2:22][CH2:23][CH2:24][CH2:25][CH3:26].[Cl-:12].[OH:1][CH:2]([CH2:3][N+:4]([CH3:5])([CH3:6])[CH3:7])[CH2:8][C:9]([O-:10])=[O:11].[OH:27][C:28]([C:29]([F:30])([F:31])[F:32])=[O:33]>>[CH2:13]([CH2:14][CH2:15][CH3:16])[CH:17]([C:18](=[O:19])[OH:20])[CH2:21][CH2:22][CH2:23][CH2:24][CH2:25][CH3:26].[ClH:12].[OH:1][CH:2]([CH2:3][N+:4]([CH3:5])([CH3:6])[CH3:7])[CH2:8][C:9](=[O:10])[O-:11]. The reactants are ClC1=NC(=NC=C1C(C(C)(C)C)=O)C(F)F (4-chlorodifluoromethyl-5-pivaloylpyrimidine). Run in C(C)O (ethanol). Reaction conditions: time 1 hour. The product is ClC1=NC(=NC=C1C(C(C)(C)C)O)C(F)F (4-Chlorodifluoromethyl-5-(2,2-dimethyl-1-hydroxypropyl)pyrimidine). Yield: 72.7%. RXN SMILES: [Cl:1][C:2]1[C:7]([C:8](=[O:13])[C:9]([CH3:12])([CH3:11])[CH3:10])=[CH:6][N:5]=[C:4]([CH:14]([F:16])[F:15])[N:3]=1>C(O)C>[Cl:1][C:2]1[C:7]([CH:8]([OH:13])[C:9]([CH3:12])([CH3:11])[CH3:10])=[CH:6][N:5]=[C:4]([CH:14]([F:16])[F:15])[N:3]=1. Procedure details: 1.5 g of 4-chlorodifluoromethyl-5-pivaloylpyrimidine was dissolved in 50 ml of ethanol, then 1 g of a boron ammonia complex was added, and the mixture was stirred at room temperature for 1 hour. After the solvent was distilled off under reduced pressure, water was added, and extraction with chloroform was carried out. The extract layer was washed with water and then dried over anhydrous sodium sulfate. The solvent was distilled off under reduced pressure, and the residue was purified by thin-lay...